Task: describe an organic reaction: reactants, conditions, products, and yield. Dataset: the Open Reaction Database (ORD), a public repository of structured organic reaction records Reactants: Cc1cnnc2ccccc12, CCO, Cl, CCCCON=O. Product: ON=Cc1cnnc2ccccc12. As a reaction SMILES: [CH3:1][c:2]1[cH:3][n:4][n:5][c:6]2[cH:7][cH:8][cH:9][cH:10][c:11]12.[CH3:20][CH2:21][OH:22].[ClH:12].[N:13](=[O:14])[O:15][CH2:16][CH2:17][CH2:18][CH3:19]>>[CH:1]([c:2]1[cH:3][n:4][n:5][c:6]2[cH:7][cH:8][cH:9][cH:10][c:11]12)=[N:13][OH:14]. Starting materials: N(=[N+]=[N-])CC(CN=[N+]=[N-])(C)COC(C(CC(F)(F)F)(F)F)(F)F (1,3-Diazido-2-heptafluorobutoxymethyl-2-methyl-propane), NN (hydrazine), 1-L, NN (hydrazine). Conditions: temperature 60 celsius, time 20 minute. Product: NCC(CN)(C)COC(C(CC(F)(F)F)(F)F)(F)F (1,3-diamino-2-heptafluorobutoxymethyl-2-methyl-propane). Isolated yield 84.7%. Reaction SMILES: [N:1]([CH2:4][C:5]([CH2:11][O:12][C:13]([F:23])([F:22])[C:14]([F:21])([F:20])[CH2:15][C:16]([F:19])([F:18])[F:17])([CH3:10])[CH2:6][N:7]=[N+]=[N-])=[N+]=[N-].NN>>[NH2:1][CH2:4][C:5]([CH2:11][O:12][C:13]([F:22])([F:23])[C:14]([F:20])([F:21])[CH2:15][C:16]([F:17])([F:18])[F:19])([CH3:10])[CH2:6][NH2:7]. Reported procedure: 1,3-Diazido-2-heptafluorobutoxymethyl-2-methyl-propane (50.0 g, 0.142 mole) was weighed into a 1-L, 3-neck flask fitted with a magnetic stir bar, reflux condenser, drying tube and a thermocouple probe. Pearlman's catalyst (4.2 g, 10% Pd on carbon) was slurried in methanol (50 ml) and added to the flask. The mixture was stirred, and additional methanol (200 ml) was added. After heating to 60° C., anhydrous hydrazine (5.0 g, 0.16 mole) was added with a syringe at a rate such that the temperature d... Starting materials: BrCC(=O)C1=CC=C(C=C1)O (2-Bromo-1-(4-hydroxyphenyl)ethanone), FC(OC1=CC=C(C(=O)N)C=C1)(F)F (4-trifluoromethoxybenzamide), O (water). The solvent is CN(C=O)C (N,N-dimethylformamide). Reaction conditions: temperature 140 celsius, time 2 hour. Product: FC(OC1=CC=C(C=C1)C=1OC=C(N1)C1=CC=C(C=C1)O)(F)F (4-[2-(4-trifluoromethoxyphenyl)oxazol-4-yl]phenol). The yield is 12.0%. As a reaction SMILES: Br[CH2:2][C:3]([C:5]1[CH:10]=[CH:9][C:8]([OH:11])=[CH:7][CH:6]=1)=O.[F:12][C:13]([F:25])([F:24])[O:14][C:15]1[CH:23]=[CH:22][C:18]([C:19]([NH2:21])=[O:20])=[CH:17][CH:16]=1.O>CN(C)C=O>[F:12][C:13]([F:24])([F:25])[O:14][C:15]1[CH:23]=[CH:22][C:18]([C:19]2[O:20][CH:2]=[C:3]([C:5]3[CH:10]=[CH:9][C:8]([OH:11])=[CH:7][CH:6]=3)[N:21]=2)=[CH:17][CH:16]=1. Reported procedure: 2-Bromo-1-(4-hydroxyphenyl)ethanone (0.39 g) and 4-trifluoromethoxybenzamide (0.39 g) were dissolved in N,N-dimethylformamide (10 ml) and stirred at 140° C. for 2 hours. After cooling the reaction mixture to room temperature, water was added thereto, followed by extraction with ethyl acetate. The organic layer was washed with water and a saturated sodium chloride aqueous solution, dried over sodium sulfate, and then concentrated under reduced pressure. The residue was purified by silica gel colu... Solvent: COCCOC (DME), O (water), O (water). RXN SMILES: CC1(C)C(C)(C)OB([C:9]2[CH:30]=[CH:29][C:12]([O:13][C:14]3[N:18]([CH2:19][C:20]([O:22][CH2:23][CH3:24])=[O:21])[C:17]4[CH:25]=[CH:26][CH:27]=[CH:28][C:16]=4[N:15]=3)=[CH:11][CH:10]=2)O1.Br[C:33]1[C:37]2=[N:38][CH:39]=[CH:40][CH:41]=[C:36]2[N:35]([CH2:42][CH3:43])[N:34]=1.C([O-])([O-])=O.[Na+].[Na+]>COCCOC.O.C1C=CC([P]([Pd]([P](C2C=CC=CC=2)(C2C=CC=CC=2)C2C=CC=CC=2)([P](C2C=CC=CC=2)(C2C=CC=CC=2)C2C=CC=CC=2)[P](C2C=CC=CC=2)(C2C=CC=CC=2)C2C=CC=CC=2)(C2C=CC=CC=2)C2C=CC=CC=2)=CC=1>[CH2:42]([N:35]1[C:36]2[C:37](=[N:38][CH:39]=[CH:40][CH:41]=2)[C:33]([C:9]2[CH:30]=[CH:29][C:12]([O:13][C:14]3[N:18]([CH2:19][C:20]([O:22][CH2:23][CH3:24])=[O:21])[C:17]4[CH:25]=[CH:26][CH:27]=[CH:28][C:16]=4[N:15]=3)=[CH:11][CH:10]=2)=[N:34]1)[CH3:43] |f:2.3.4,^1:60,62,81,100|. The yield is 18.6%. Starting materials: CC1(OB(OC1(C)C)C1=CC=C(OC2=NC3=C(N2CC(=O)OCC)C=CC=C3)C=C1)C (ethyl {2-[4-(4,4,5,5-tetramethyl-1,3,2-dioxaborolan-2-yl)phenoxy]-1H-benzimidazol-1-yl}acetate), BrC1=NN(C=2C1=NC=CC2)CC (3-bromo-1-ethyl-1H-pyrazolo[4,3-b]pyridine), C(=O)([O-])[O-].[Na+].[Na+] (Na2CO3). Reagents/catalysts: C=1C=CC(=CC1)[P](C=2C=CC=CC2)(C=3C=CC=CC3)[Pd]([P](C=4C=CC=CC4)(C=5C=CC=CC5)C=6C=CC=CC6)([P](C=7C=CC=CC7)(C=8C=CC=CC8)C=9C=CC=CC9)[P](C=1C=CC=CC1)(C=1C=CC=CC1)C=1C=CC=CC1 (Pd(PPh3)4). Reported procedure: A mixture of ethyl {2-[4-(4,4,5,5-tetramethyl-1,3,2-dioxaborolan-2-yl)phenoxy]-1H-benzimidazol-1-yl}acetate (540 mg), 3-bromo-1-ethyl-1H-pyrazolo[4,3-b]pyridine (289 mg), Pd(PPh3)4 (44.3 mg), Na2CO3 (474 mg) in DME (10 mL) and water (2 ml) was refluxed overnight under Ar atmosphere. The reaction mixture was poured into water and extracted with AcOEt. The extract was washed with brine, dried over Na2SO4, and concentrated under reduced pressure. The residue was purified by silica gel column chroma... Yields the product C(C)N1N=C(C2=NC=CC=C21)C2=CC=C(OC1=NC3=C(N1CC(=O)OCC)C=CC=C3)C=C2 (Ethyl {2-[4-(1-ethyl-1H-pyrazolo[4,3-b]pyridin-3-yl)phenoxy]-1H-benzimidazol-1-yl}acetate). The reactants are CC1(C)CCC(C(=O)N2CCCC2C(=O)O)C1SC(=O)c1ccccc1, [NH4+], [OH-], O. The product is CC1(C)CCC(C(=O)N2CCCC2C(=O)O)C1S. Reaction SMILES: [C:3](=[O:4])([c:5]1[cH:6][cH:7][cH:8][cH:9][cH:10]1)[S:11][CH:12]1[CH:13]([C:19](=[O:20])[N:21]2[CH:22]([C:23](=[O:24])[OH:25])[CH2:26][CH2:27][CH2:28]2)[CH2:14][CH2:15][C:16]1([CH3:17])[CH3:18].[NH4+:2].[OH-:1].[OH2:29]>>[SH:11][CH:12]1[CH:13]([C:19](=[O:20])[N:21]2[CH:22]([C:23](=[O:24])[OH:25])[CH2:26][CH2:27][CH2:28]2)[CH2:14][CH2:15][C:16]1([CH3:17])[CH3:18]. Reactants: C=O (paraformaldehyde), COC(CC1=CC(=C(C(=C1)Br)OC1=CC(=C(C=C1)O)C(C)C)Br)=O (Methyl[3,5-dibromo-4-(4-hydroxy-3-isopropylphenoxy)phenyl]acetate), C(CCCCCCC)N(CCCCCCCC)CCCCCCCC (trioctyl amine). Reagents/catalysts: Cl[Sn](Cl)(Cl)Cl (SnCl4). Solvent: C1(=CC=CC=C1)C (toluene). Reaction conditions: time 20 minute. The product is COC(CC1=CC(=C(C(=C1)Br)OC1=CC(=C(C(=C1)C(C)C)O)C=O)Br)=O (methyl[3,5-dibromo-4-(3-formyl-4-hydroxy-5-isopropylphenoxy)phenyl]acetate). Yield: 50.5%. As a reaction SMILES: [CH3:1][O:2][C:3](=[O:24])[CH2:4][C:5]1[CH:10]=[C:9]([Br:11])[C:8]([O:12][C:13]2[CH:18]=[CH:17][C:16]([OH:19])=[C:15]([CH:20]([CH3:22])[CH3:21])[CH:14]=2)=[C:7]([Br:23])[CH:6]=1.C(N(CCCCCCCC)CCCCCCCC)CCCCCCC.[CH2:50]=[O:51]>Cl[Sn](Cl)(Cl)Cl.C1(C)C=CC=CC=1>[CH3:1][O:2][C:3](=[O:24])[CH2:4][C:5]1[CH:10]=[C:9]([Br:11])[C:8]([O:12][C:13]2[CH:14]=[C:15]([CH:20]([CH3:22])[CH3:21])[C:16]([OH:19])=[C:17]([CH:50]=[O:51])[CH:18]=2)=[C:7]([Br:23])[CH:6]=1. Reported procedure: Methyl[3,5-dibromo-4-(4-hydroxy-3-isopropylphenoxy)phenyl]acetate (2.0 g, 4.4 mmol), SnCl4 (25 μl, 0.2 mmol), trioctyl amine (0.77 mL, 1.76 mmol) and toluene (15 mL) were mixed in a reaction vial. After 20 minutes stirring at room temperature, paraformaldehyde (0.264 g, 8.8 mmol) was added to the reaction solution. The reaction vial was sealed and the temperature increased to 105° C. After 20 hours stirring, the reaction was quenched with ice-water and acidified with hydrochloric acid (1 N). Ext... Starting materials: O=C([O-])[O-], CN(C)C=O, [Cl-], Oc1cccc(Cl)c1Cl, C#CCOc1cc(Cl)ncn1, [K+], [K+], [NH4+]. Yields the product C#CCOc1cc(Oc2cccc(Cl)c2Cl)ncn1. As a reaction SMILES: [C:12](=[O:13])([O-:14])[O-:15].[CH3:29][N:30]([CH3:31])[CH:32]=[O:33].[Cl-:27].[Cl:18][c:19]1[c:20]([OH:26])[cH:21][cH:22][cH:23][c:24]1[Cl:25].[Cl:1][c:2]1[n:3][cH:4][n:5][c:6]([O:8][CH2:9][C:10]#[CH:11])[cH:7]1.[K+:16].[K+:17].[NH4+:28]>>[c:2]1([O:26][c:20]2[c:19]([Cl:18])[c:24]([Cl:25])[cH:23][cH:22][cH:21]2)[n:3][cH:4][n:5][c:6]([O:8][CH2:9][C:10]#[CH:11])[cH:7]1. Reactants: Cl.C(C)N=C=NCCCN(C)C (1-Ethyl-3-(3-dimethylaminopropyl) carbodiimide hydrochloride), O.ON1N=NC2=C1C=CC=C2 (1-hydroxybenzotriazole monohydrate), C(C)NC(NC1=NC=C(C(=O)O)C(=C1)NC1=CC=CC=C1)=O (6-(3-ethylureido)-4-(phenylamino)nicotinic acid), C(C)NC(NC1=NC=C(C(=O)O)C(=C1)NCC=1C=NC=CC1)=O (6-(3-Ethylureido)-4-(pyridin-3-ylmethylamino)nicotinic acid), ClC=1C=C(N)C=CC1 (3-chloroaniline). The solvent is CN(C)C=O (DMF). Reaction conditions: temperature 40 celsius, time 15 minute. Product: ClC=1C=C(C=CC1)NC(C1=C(C=C(C=C1)NC(=O)NCC)NC1=CC=CC=C1)=O (N-(3-chlorophenyl)-4-(3-ethylureido)-2-(phenylamino)benzamide). Isolated yield 16.0%. RXN SMILES: Cl.[CH2:2](N=C=NCCCN(C)C)C.O.ON1C2C=CC=CC=2N=N1.[CH2:24]([NH:26][C:27](=[O:45])[NH:28][C:29]1[CH:37]=[C:36]([NH:38][C:39]2[CH:44]=[CH:43][CH:42]=[CH:41][CH:40]=2)[C:32]([C:33]([OH:35])=O)=[CH:31]N=1)[CH3:25].C(NC(=O)NC1C=C(NCC2C=NC=CC=2)C(C(O)=O)=CN=1)C.[Cl:69][C:70]1[CH:71]=[C:72]([CH:74]=[CH:75][CH:76]=1)[NH2:73]>CN(C=O)C>[Cl:69][C:70]1[CH:71]=[C:72]([NH:73][C:33](=[O:35])[C:32]2[CH:31]=[CH:2][C:29]([NH:28][C:27]([NH:26][CH2:24][CH3:25])=[O:45])=[CH:37][C:36]=2[NH:38][C:39]2[CH:44]=[CH:43][CH:42]=[CH:41][CH:40]=2)[CH:74]=[CH:75][CH:76]=1 |f:0.1,2.3|. Reported procedure: 1-Ethyl-3-(3-dimethylaminopropyl) carbodiimide hydrochloride (0.092 g, 0.480 mmol) and 1-hydroxybenzotriazole monohydrate (0.073 g, 0.480 mmol) were added to a stirred solution of 6-(3-ethylureido)-4-(phenylamino)nicotinic acid, vi (0.100 g, 0.320 mmol) in DMF (3 mL) at room temperature. After 15 min, 3-chloroaniline (0.061 g, 0.480 mmol) was added and the reaction mixture stirred at 40° C. for 24 h. The mixture was cooled to room temperature, poured onto water and extracted with EtOAc (3×30 mL)... The reactants are Cl (hydrochloric acid), CC1(OCC2=C(O1)C=CC(=C2)[C@H](CN[C@@H]2CC1=CC(=CC=C1CC2)OCC(=O)N(C)C)O)C ((-)-2-[(2S)-2-[[(2R)-2-(2,2-Dimethylbenzo[1,2-d]-1,3dioxan-6-yl)-hydroxyethyl]amino]-1,2,3,4-tetrahydronaphthalen-7-yloxy]-N,N-dimethylacetamide), C([O-])(O)=O.[Na+] (sodium bicarbonate). Solvent: COCCOC (1,2-dimethoxyethane). Yields the product O[C@@H](CN[C@@H]1CC2=CC(=CC=C2CC1)OCC(=O)N(C)C)C1=CC(=C(C=C1)O)CO ((-)-2-[(2S)-2-[[(2R)-2-hydroxy-2-(4-hydroxy-3-hydroxymethylphenyl)ethyl]amino]-1,2,3,4-tetrahydronaphthalen-7-yloxy]-N,N-dimethylacetamide). The yield is 81.1%. As a reaction SMILES: CC1(C)[O:7][C:6]2[CH:8]=[CH:9][C:10]([C@@H:12]([OH:32])[CH2:13][NH:14][C@H:15]3[CH2:24][CH2:23][C:22]4[C:17](=[CH:18][C:19]([O:25][CH2:26][C:27]([N:29]([CH3:31])[CH3:30])=[O:28])=[CH:20][CH:21]=4)[CH2:16]3)=[CH:11][C:5]=2[CH2:4][O:3]1.Cl.C(=O)(O)[O-].[Na+]>COCCOC>[OH:32][C@H:12]([C:10]1[CH:9]=[CH:8][C:6]([OH:7])=[C:5]([CH2:4][OH:3])[CH:11]=1)[CH2:13][NH:14][C@H:15]1[CH2:24][CH2:23][C:22]2[C:17](=[CH:18][C:19]([O:25][CH2:26][C:27]([N:29]([CH3:31])[CH3:30])=[O:28])=[CH:20][CH:21]=2)[CH2:16]1 |f:2.3|. Procedure: (-)-2-[(2S)-2-[[(2R)-2-(2,2-Dimethylbenzo[1,2-d]-1,3dioxan-6-yl)-hydroxyethyl]amino]-1,2,3,4-tetrahydronaphthalen-7-yloxy]-N,N-dimethylacetamide (192 mg) was dissolved in 3.8 ml of 1,2-dimethoxyethane, 4.2 ml of 1 N hydrochloric acid was added to the solution with stirring under ice-cooling, and the mixture was subjected to 2 hours of reaction at room temperature. The reaction solution was neutralized by adding an aqueous saturated sodium bicarbonate solution and then concentrated to dryness und... Starting materials: CC(C)(C)OC(=O)N1CCC(Br)CC1, O=C([O-])O, [I-], [N-]=[N+]=[N-], [Na+], [Na+], [Na+], CN(C)C=O, O. Yields the product CC(C)(C)OC(=O)N1CCC(N=[N+]=[N-])CC1. Reaction SMILES: [Br:1][CH:2]1[CH2:3][CH2:4][N:5]([C:8](=[O:9])[O:10][C:11]([CH3:12])([CH3:13])[CH3:14])[CH2:6][CH2:7]1.[C:21](=[O:22])([OH:23])[O-:24].[I-:20].[N-:16]=[N+:17]=[N-:18].[Na+:15].[Na+:19].[Na+:25].[O:26]=[CH:27][N:28]([CH3:29])[CH3:30].[OH2:31]>>[CH:2]1([N:16]=[N+:17]=[N-:18])[CH2:3][CH2:4][N:5]([C:8](=[O:9])[O:10][C:11]([CH3:12])([CH3:13])[CH3:14])[CH2:6][CH2:7]1.